From a dataset of the Open Reaction Database (ORD), a public repository of structured organic reaction records. describe an organic reaction: reactants, conditions, products, and yield Reactants: BrC1=NC=CC(=C1)C (2-bromo-4-methylpyridine), C(CCC)[Li].CCCCCC (n-butyllithium hexane), CC1(OCC(CO1)=O)C (2,2-dimethyl-1,3-dioxan-5-one), [Cl-].[NH4+] (ammonium chloride). Run in C1CCOC1 (THF), C1CCOC1 (THF). Reaction conditions: time 30 minute. The product is CC1(OCC(CO1)(O)C1=NC=CC(=C1)C)C (2,2-dimethyl-5-(4-methylpyridin-2-yl)-1,3-dioxan-5-ol). Isolated yield 40.8%. RXN SMILES: Br[C:2]1[CH:7]=[C:6]([CH3:8])[CH:5]=[CH:4][N:3]=1.C([Li])CCC.CCCCCC.[CH3:20][C:21]1([CH3:28])[O:26][CH2:25][C:24](=[O:27])[CH2:23][O:22]1.[Cl-].[NH4+]>C1COCC1>[CH3:20][C:21]1([CH3:28])[O:26][CH2:25][C:24]([C:2]2[CH:7]=[C:6]([CH3:8])[CH:5]=[CH:4][N:3]=2)([OH:27])[CH2:23][O:22]1 |f:1.2,4.5|. Procedure: To a solution of 2.01 g of 2-bromo-4-methylpyridine in 10 ml of THF were added 4.3 ml of a 2.69 M n-butyllithium/hexane solution at −78° C., followed by stirring for 30 minutes. To the reaction mixture was added dropwise a solution of 1 g of 2,2-dimethyl-1,3-dioxan-5-one in 5 ml of THF, followed by stirring at −78° C. for 2 hours. To the reaction mixture was added a saturated aqueous ammonium chloride solution, followed by extraction with ethyl acetate. The organic layer was washed with water an... Starting materials: CC(C)(C)OC(=O)c1ccc(CCc2ccccc2)cc1NC(=O)c1cc(-c2ccccc2)n[nH]1, O=C(O)C(F)(F)F. The product is O=C(Nc1cc(CCc2ccccc2)ccc1C(=O)O)c1cc(-c2ccccc2)n[nH]1. As a reaction SMILES: [CH2:1]([CH2:2][c:3]1[cH:4][cH:5][cH:6][cH:7][cH:8]1)[c:9]1[cH:10][c:11]([NH:22][C:23](=[O:24])[c:25]2[cH:26][c:27](-[c:30]3[cH:31][cH:32][cH:33][cH:34][cH:35]3)[n:28][nH:29]2)[c:12]([C:13](=[O:14])[O:15][C:16]([CH3:17])([CH3:18])[CH3:19])[cH:20][cH:21]1.[OH:36][C:37]([C:38]([F:39])([F:40])[F:41])=[O:42]>>[CH2:1]([CH2:2][c:3]1[cH:4][cH:5][cH:6][cH:7][cH:8]1)[c:9]1[cH:10][c:11]([NH:22][C:23](=[O:24])[c:25]2[cH:26][c:27](-[c:30]3[cH:31][cH:32][cH:33][cH:34][cH:35]3)[n:28][nH:29]2)[c:12]([C:13](=[O:14])[OH:15])[cH:20][cH:21]1. Starting materials: C(C)C=1N=C2N(N1)N(C(=C2CC)C(=O)OC(C)OC(=O)OCC)CC2=CC=C(C=C2)C2=C(C=CC=C2)C2=NN=NN2C(C2=CC=CC=C2)(C2=CC=CC=C2)C2=CC=CC=C2 (1-ethoxycarbonyloxyethyl 2,7-diethyl-5-[[2'-(N-triphenylmethyl-tetrazol-5-yl)biphenyl-4-yl]methyl]-5H-pyrazolo[1,5-b][1,2,4]triazole-6-carboxylate), CO (methanol). Run in C(C)(=O)O (acetic acid). The product is C(C)C=1N=C2N(N1)N(C(=C2CC)C(=O)OC(C)OC(=O)OCC)CC2=CC=C(C=C2)C2=C(C=CC=C2)C2=NN=NN2 (1-ethoxycarbonyloxyethyl 2,7-diethyl-5-[[2'-(tetrazol-5-yl)biphenyl-4-yl]methyl]-5H-pyrazolo[1,5-b][1,2,4]triazole-6-carboxylate). The yield is 95.6%. RXN SMILES: [CH2:1]([C:3]1[N:4]=[C:5]2[C:10]([CH2:11][CH3:12])=[C:9]([C:13]([O:15][CH:16]([O:18][C:19]([O:21][CH2:22][CH3:23])=[O:20])[CH3:17])=[O:14])[N:8]([CH2:24][C:25]3[CH:30]=[CH:29][C:28]([C:31]4[CH:36]=[CH:35][CH:34]=[CH:33][C:32]=4[C:37]4[N:41](C(C5C=CC=CC=5)(C5C=CC=CC=5)C5C=CC=CC=5)[N:40]=[N:39][N:38]=4)=[CH:27][CH:26]=3)[N:6]2[N:7]=1)[CH3:2].CO>C(O)(=O)C>[CH2:1]([C:3]1[N:4]=[C:5]2[C:10]([CH2:11][CH3:12])=[C:9]([C:13]([O:15][CH:16]([O:18][C:19]([O:21][CH2:22][CH3:23])=[O:20])[CH3:17])=[O:14])[N:8]([CH2:24][C:25]3[CH:30]=[CH:29][C:28]([C:31]4[CH:36]=[CH:35][CH:34]=[CH:33][C:32]=4[C:37]4[NH:41][N:40]=[N:39][N:38]=4)=[CH:27][CH:26]=3)[N:6]2[N:7]=1)[CH3:2]. Reported procedure: A mixture consisting of 5.64 g of 1-ethoxycarbonyloxyethyl 2,7-diethyl-5-[[2'-(N-triphenylmethyl-tetrazol-5-yl)biphenyl-4-yl]methyl]-5H-pyrazolo[1,5-b][1,2,4]triazole-6-carboxylate, 230 ml of methanol and 12 ml of acetic acid was heated under reflux for 3 hours. After removing the solvent by distillation under a reduced pressure, the resulting residue was subjected to silica gel column chromatography. Elution was conducted with a methanol-chloroform (1:19, v/v) mixed solvent to give 3.76 g of 1-...